From a dataset of the Open Reaction Database (ORD), a public repository of structured organic reaction records. describe an organic reaction: reactants, conditions, products, and yield Starting materials: BrC=1C(=NC(=CN1)Cl)N (3-bromo-6-chloro-2-pyrazinamine), ClC1=CC=C(S1)S(=O)(=O)Cl (5-chloro-2-thienylsulphonyl chloride). Yields the product ClC1=CC=C(S1)S(=O)(=O)NC1=NC(=CN=C1Br)Cl (5-Chloro-N-(3-bromo-6-chloro-2-pyrazinyl)-2-thiophenesulphonamide). As a reaction SMILES: [Br:1][C:2]1[C:3]([NH2:9])=[N:4][C:5]([Cl:8])=[CH:6][N:7]=1.[Cl:10][C:11]1[S:15][C:14]([S:16](Cl)(=[O:18])=[O:17])=[CH:13][CH:12]=1>>[Cl:10][C:11]1[S:15][C:14]([S:16]([NH:9][C:3]2[C:2]([Br:1])=[N:7][CH:6]=[C:5]([Cl:8])[N:4]=2)(=[O:18])=[O:17])=[CH:13][CH:12]=1. Procedure: Prepared by the method of Example 1 using 3-bromo-6-chloro-2-pyrazinamine and 5-chloro-2-thienylsulphonyl chloride. The reactants are NC1=C(C=CC=C1)CCCO (3-(2-aminophenyl)propan-1-ol), C1(CCCCC1)CC(=O)O (cyclohexylacetic acid), ON1N=NC2=C1C=CC=C2 (1-hydroxybenzotriazole), Cl.C(C)N=C=NCCCN(C)C (1-ethyl-3-(3-dimethylaminopropyl)carbodiimide hydrochloride). Solvent: ClCCl (dichioromethane), C(Cl)(Cl)Cl (Chloroform). Reaction conditions: time 113 hour. Yields the product C1(CCCCC1)CC(=O)NC1=C(C=CC=C1)CCCO (2-Cyclohexyl-N-[2-(3-hydroxypropyl)phenyl]acetamide). Yield: 51.9%. Reaction SMILES: [NH2:1][C:2]1[CH:7]=[CH:6][CH:5]=[CH:4][C:3]=1[CH2:8][CH2:9][CH2:10][OH:11].[CH:12]1([CH2:18][C:19](O)=[O:20])[CH2:17][CH2:16][CH2:15][CH2:14][CH2:13]1.ON1C2C=CC=CC=2N=N1.Cl.C(N=C=NCCCN(C)C)C>ClCCl.C(Cl)(Cl)Cl>[CH:12]1([CH2:18][C:19]([NH:1][C:2]2[CH:7]=[CH:6][CH:5]=[CH:4][C:3]=2[CH2:8][CH2:9][CH2:10][OH:11])=[O:20])[CH2:17][CH2:16][CH2:15][CH2:14][CH2:13]1 |f:3.4|. Procedure details: To a solution of 3-(2-aminophenyl)propan-1-ol (180 mg) and cyclohexylacetic acid (203 mg) in dichioromethane (12mL) were added 1-hydroxybenzotriazole (193 mg) and 1-ethyl-3-(3-dimethylaminopropyl)carbodiimide hydrochloride (274 mg) under ice cooling. The solution was stirred at room temperature for 113 hours. Chloroform was then added to the solution and it was washed in turn with water and saturated aqueous sodium bicarbonate solution, dried over anhydrous sodium sulfate and concentrated under ... Reactants: C1(=CC=CC2=CC=CC=C12)CC(C(=O)OC(C)(C)C)(C(=O)OC(C)(C)C)CC1=CC=CC=C1 (di-t-butyl (1-naphthylmethyl)benzylmalonate), Cl (HCl). The solvent is C1CCOC1 (THF). Conditions: temperature 2000 celsius. Product: C1(=CC=CC2=CC=CC=C12)CC(C(=O)O)CC1=CC=CC=C1 (2-(1-Naphthylmethyl)-2-benzylacetic acid). Isolated yield 82.5%. RXN SMILES: [C:1]1([CH2:11][C:12]([CH2:27][C:28]2[CH:33]=[CH:32][CH:31]=[CH:30][CH:29]=2)(C(OC(C)(C)C)=O)[C:13]([O:15]C(C)(C)C)=[O:14])[C:10]2[C:5](=[CH:6][CH:7]=[CH:8][CH:9]=2)[CH:4]=[CH:3][CH:2]=1.Cl>C1COCC1>[C:1]1([CH2:11][CH:12]([CH2:27][C:28]2[CH:33]=[CH:32][CH:31]=[CH:30][CH:29]=2)[C:13]([OH:15])=[O:14])[C:10]2[C:5](=[CH:6][CH:7]=[CH:8][CH:9]=2)[CH:4]=[CH:3][CH:2]=1. Procedure: A solution of 20.0 g (0.045 mol) of di-t-butyl (1-naphthylmethyl)benzylmalonate in 350 mL THF was treated repeatedly with HCl gas over a 3-hour period. The solvent was removed under reduced pressure and the residue heated at 2000° C. for 25 minutes. The residue was taken up in Et2O and extracted with 1N NaOH. The NaOH solution was acidified with dilute HCl and extracted with Et2O. The Et2O was washed with saturated NaCl, dried over MgSO4, and the solvent removed under reduced pressure leaving 10... Starting materials: C=Cc1ccc(C(C)(C)C)s1, ClCCl, [Cu+2], CCOC(=O)C=[N+]=[N-], O=S(=O)([O-])[O-]. The product is CCOC(=O)C1CC1c1ccc(C(C)(C)C)s1. RXN SMILES: [C:9]([CH3:10])([CH3:11])([CH3:12])[c:13]1[cH:14][cH:15][c:16]([CH:18]=[CH2:19])[s:17]1.[Cl:20][CH2:21][Cl:22].[Cu+2:23].[N+:1](=[N-:2])=[CH:3][C:4](=[O:5])[O:6][CH2:7][CH3:8].[O-:24][S:25](=[O:26])(=[O:27])[O-:28]>>[CH:3]1([C:4](=[O:5])[O:6][CH2:7][CH3:8])[CH:18]([c:16]2[cH:15][cH:14][c:13]([C:9]([CH3:10])([CH3:11])[CH3:12])[s:17]2)[CH2:19]1. Reactants: COC(=O)COc1ccc(F)cc1Br, CC(C)C[AlH]CC(C)C, NCCNS(=O)(=O)c1cccc2cnccc12. Yields the product O=S(=O)(NCCNCCOc1ccc(F)cc1Br)c1cccc2cnccc12. RXN SMILES: [CH3:10][O:11][C:12]([CH2:13][O:14][c:15]1[c:16]([Br:22])[cH:17][c:18]([F:21])[cH:19][cH:20]1)=[O:23].[CH3:1][CH:2]([CH2:3][AlH:4][CH2:5][CH:6]([CH3:7])[CH3:8])[CH3:9].[NH2:24][CH2:25][CH2:26][NH:27][S:28](=[O:29])(=[O:30])[c:31]1[c:32]2[cH:33][cH:34][n:35][cH:36][c:37]2[cH:38][cH:39][cH:40]1>>[CH2:12]([CH2:13][O:14][c:15]1[c:16]([Br:22])[cH:17][c:18]([F:21])[cH:19][cH:20]1)[NH:24][CH2:25][CH2:26][NH:27][S:28](=[O:29])(=[O:30])[c:31]1[c:32]2[cH:33][cH:34][n:35][cH:36][c:37]2[cH:38][cH:39][cH:40]1. The reactants are C(CN)N (ethylene diamine), BrC1=CC(=NC2=C(C=CC=C12)C1=C(C=C(C=C1C)C)C)C (4-bromo-2-methyl-8-(2,4,6-trimethyl-phenyl)-quinoline). Solvent: C(CO)O (ethylene glycol). Conditions: time 4 hour. Product: NCCNC1=CC(=NC2=C(C=CC=C12)C1=C(C=C(C=C1C)C)C)C ((2-Aminoethyl)[2-methyl-8-(2,4,6-trimethylphenyl)(4-quinolyl)]amine). Reaction SMILES: Br[C:2]1[C:11]2[C:6](=[C:7]([C:12]3[C:17]([CH3:18])=[CH:16][C:15]([CH3:19])=[CH:14][C:13]=3[CH3:20])[CH:8]=[CH:9][CH:10]=2)[N:5]=[C:4]([CH3:21])[CH:3]=1.[CH2:22]([NH2:25])[CH2:23][NH2:24]>C(O)CO>[NH2:24][CH2:23][CH2:22][NH:25][C:2]1[C:11]2[C:6](=[C:7]([C:12]3[C:17]([CH3:18])=[CH:16][C:15]([CH3:19])=[CH:14][C:13]=3[CH3:20])[CH:8]=[CH:9][CH:10]=2)[N:5]=[C:4]([CH3:21])[CH:3]=1. Reported procedure: In a sealed tube, heat 4-bromo-2-methyl-8-(2,4,6-trimethyl-phenyl)-quinoline (100 mg, 0.29 mmol) at 140° C. in a mixture of ethylene glycol (1 mL) and ethylene diamine (0.3 mL). After 4 h, cool the reaction mixture and partition between saturated aqueous NaHCO3 and chloroform. Dry the combined organic extracts on Na2SO4 and concentrate under reduced pressure to obtain the title compound as a yellow glass: +APcI MS (M+1)+ 320; 1H NMR (methanol-d4) δ: 7.78 (dd, 1H), 7.39 (t, 1H), 7.34 (dd, 1H), 6.... Starting materials: CC(C)(C)OC(=O)N1CCCCC1CCCOCc1cc(Br)ccc1F, ClCCl, O=C(O)C(F)(F)F. Yields the product Fc1ccc(Br)cc1COCCCC1CCCCN1. Reaction SMILES: [Br:1][c:2]1[cH:3][cH:4][c:5]([F:26])[c:6]([CH2:7][O:8][CH2:9][CH2:10][CH2:11][CH:12]2[N:13]([C:18]([O:19][C:20]([CH3:21])([CH3:22])[CH3:23])=[O:24])[CH2:14][CH2:15][CH2:16][CH2:17]2)[cH:25]1.[CH2:34]([Cl:35])[Cl:36].[OH:27][C:28]([C:29]([F:30])([F:31])[F:32])=[O:33]>>[Br:1][c:2]1[cH:3][cH:4][c:5]([F:26])[c:6]([CH2:7][O:8][CH2:9][CH2:10][CH2:11][CH:12]2[NH:13][CH2:14][CH2:15][CH2:16][CH2:17]2)[cH:25]1.